This data is from the Open Reaction Database (ORD), a public repository of structured organic reaction records. The task is: describe an organic reaction: reactants, conditions, products, and yield Reactants: CN1CCNCC1, CC(=O)O, CSC1=Nc2cc(Cl)ccc2Nc2cscc21. The product is CN1CCN(C2=Nc3cc(Cl)ccc3Nc3cscc32)CC1. RXN SMILES: [CH3:18][N:19]1[CH2:20][CH2:21][NH:22][CH2:23][CH2:24]1.[CH3:25][C:26](=[O:27])[OH:28].[Cl:1][c:2]1[cH:3][cH:4][c:5]2[c:6]([cH:17]1)[N:7]=[C:8]([S:15][CH3:16])[c:9]1[c:10]([cH:12][s:13][cH:14]1)[NH:11]2>>[Cl:1][c:2]1[cH:3][cH:4][c:5]2[c:6]([cH:17]1)[N:7]=[C:8]([N:22]1[CH2:21][CH2:20][N:19]([CH3:18])[CH2:24][CH2:23]1)[c:9]1[c:10]([cH:12][s:13][cH:14]1)[NH:11]2. The reactants are CN1CCNCC1 (N-Methylpiperazine), CC=1C=C(C=C(C1)C)NC(=O)C=1C(=NC=CC1)SCC1=CC(=NC=C1)F (N-(3,5-dimethylphenyl)-2-(2-fluoropyridin-4-ylmethylthio)pyridine-3-carboxamide). The solvent is C(C)(=O)OCC (ethyl acetate). Conditions: temperature 150 celsius, time 3 hour. Yields the product CC=1C=C(C=C(C1)C)NC(=O)C=1C(=NC=CC1)SCC1=CC(=NC=C1)N1CCN(CC1)C (N-(3,5-Dimethylphenyl)-2-[2-(4-methylpiperazin-1-yl)pyridin-4-ylmethylthio]pyridine-3-carboxamide). Yield: 32.0%. RXN SMILES: [CH3:1][N:2]1[CH2:7][CH2:6][NH:5][CH2:4][CH2:3]1.[CH3:8][C:9]1[CH:10]=[C:11]([NH:16][C:17]([C:19]2[C:20]([S:25][CH2:26][C:27]3[CH:32]=[CH:31][N:30]=[C:29](F)[CH:28]=3)=[N:21][CH:22]=[CH:23][CH:24]=2)=[O:18])[CH:12]=[C:13]([CH3:15])[CH:14]=1>C(OCC)(=O)C>[CH3:8][C:9]1[CH:10]=[C:11]([NH:16][C:17]([C:19]2[C:20]([S:25][CH2:26][C:27]3[CH:32]=[CH:31][N:30]=[C:29]([N:5]4[CH2:6][CH2:7][N:2]([CH3:1])[CH2:3][CH2:4]4)[CH:28]=3)=[N:21][CH:22]=[CH:23][CH:24]=2)=[O:18])[CH:12]=[C:13]([CH3:15])[CH:14]=1. Procedure details: N-Methylpiperazine (2.0 mL) was added to N-(3,5-dimethylphenyl)-2-(2-fluoropyridin-4-ylmethylthio)pyridine-3-carboxamide (Reference compound No. 3-1, 100 mg, 0.27 mmol) at room temperature, then the vessel was sealed and the reaction mixture was stirred for 3 hours at 150° C. The mixture was cooled to room temperature, ethyl acetate (20 mL) was added to the reaction mixture, and then the whole was washed with brine (20 mL) and dried over anhydrous magnesium sulfate. The organic layer was evapora... Reactants: NCC(=O)O (Glycine), C(CCCCCCC)(=O)Cl (octanoyl chloride), [OH-].[Na+] (NaOH). Solvent: O (water), CCOCC (ether). The product is C(CCCCCCC)(=O)NCC(=O)O (N-Octanoylglycine). Yield: 27.6%. Reaction SMILES: [NH2:1][CH2:2][C:3]([OH:5])=[O:4].[C:6](Cl)(=[O:14])[CH2:7][CH2:8][CH2:9][CH2:10][CH2:11][CH2:12][CH3:13].[OH-].[Na+]>O.CCOCC>[C:6]([NH:1][CH2:2][C:3]([OH:5])=[O:4])(=[O:14])[CH2:7][CH2:8][CH2:9][CH2:10][CH2:11][CH2:12][CH3:13] |f:2.3|. Reported procedure: Glycine (20 mmol) was reacted with octanoyl chloride (22 mmol) in the presence of NaOH (40 mmol) in a mixture of water and ether using the method described in Example 1 Part A. The crude crystalline product (3.06 g, 76%) was recrystallized from EtOAc (15 ml) to give the title compound (1.11 g, 28%), m.p. 105-107° C. Run at time 16 hour. Reaction SMILES: [Cl:1][C:2]1[CH:7]=[CH:6][C:5]([C:8]2([OH:44])[CH2:13][CH2:12][N:11]([CH2:14][CH2:15][CH2:16][CH:17]([CH:29]3[C:35]4[CH:36]=[CH:37][CH:38]=[CH:39][C:34]=4[CH2:33][S:32][C:31]4[CH:40]=[CH:41][CH:42]=[CH:43][C:30]3=4)[CH2:18][NH:19][C:20](=O)OC3C=CC=CC=3)[CH2:10][CH2:9]2)=[CH:4][CH:3]=1.[NH2:45][CH2:46][CH2:47][CH2:48][OH:49].C(=O)([O-])[O-].[K+].[K+].[OH2:56]>CN(C=O)C.C(OCC)(=O)C>[Cl:1][C:2]1[CH:7]=[CH:6][C:5]([C:8]2([OH:44])[CH2:13][CH2:12][N:11]([CH2:14][CH2:15][CH2:16][CH:17]([CH:29]3[C:35]4[CH:36]=[CH:37][CH:38]=[CH:39][C:34]=4[CH2:33][S:32][C:31]4[CH:40]=[CH:41][CH:42]=[CH:43][C:30]3=4)[CH2:18][NH:19][C:20]([NH:45][CH2:46][CH2:47][CH2:48][OH:49])=[O:56])[CH2:10][CH2:9]2)=[CH:4][CH:3]=1 |f:2.3.4|. Procedure: To a solution phenyl N-[2-[3-[4-(4-chlorophenyl)-4-hydroxypiperidino]propyl]-2-(6,11-dihydrodibenzo[b,e]thiepin-11-yl)ethyl]carbamate (300 mg) in DMF (10 ml) were added 3-amino-1-propanol (70 mg), potassium carbonate (130 mg) and the mixture was stirred at room temperature for 16 hours. Water and ethyl acetate were added to the reaction mixture, the organic layer was separated and washed with saturated aqueous sodium chloride, and dried over magnesium sulfate. The solvent was distilled off under... Product: ClC1=CC=C(C=C1)C1(CCN(CC1)CCCC(CNC(=O)NCCCO)C1C2=C(SCC3=C1C=CC=C3)C=CC=C2)O (1-[2-[3-[4-(4-chlorophenyl)-4-hydroxypiperidino]propyl]-2-(6,11-dihydrodibenzo [b,e]thiepi n-11-yl)ethyl]-3-(hydroxypropyl)urea). The solvent is C(C)(=O)OCC (ethyl acetate), CN(C)C=O (DMF). Reactants: O (Water), ClC1=CC=C(C=C1)C1(CCN(CC1)CCCC(CNC(OC1=CC=CC=C1)=O)C1C2=C(SCC3=C1C=CC=C3)C=CC=C2)O (phenyl N-[2-[3-[4-(4-chlorophenyl)-4-hydroxypiperidino]propyl]-2-(6,11-dihydrodibenzo[b,e]thiepin-11-yl)ethyl]carbamate), NCCCO (3-amino-1-propanol), C([O-])([O-])=O.[K+].[K+] (potassium carbonate). RXN SMILES: [CH3:1][Si:2]([CH3:31])([CH3:30])[CH2:3][CH2:4][O:5][CH2:6][N:7]1[CH:11]=[CH:10][N:9]=[C:8]1[CH2:12][CH:13]([CH2:16][C:17]1[N:18]([CH2:22][O:23][CH2:24][CH2:25][Si:26]([CH3:29])([CH3:28])[CH3:27])[CH:19]=[CH:20][N:21]=1)[CH2:14][NH2:15].[CH2:32]([N:36]1[CH2:54][CH2:53][C:39]2([CH2:43][N:42]([CH2:44][C:45]3[CH:52]=[CH:51][C:48]([CH:49]=O)=[CH:47][CH:46]=3)[CH2:41][CH2:40]2)[CH2:38][CH2:37]1)[CH:33]([CH3:35])[CH3:34]>>[CH2:32]([N:36]1[CH2:54][CH2:53][C:39]2([CH2:43][N:42]([CH2:44][C:45]3[CH:46]=[CH:47][C:48]([CH2:49][NH:15][CH2:14][CH:13]([CH2:16][C:17]4[N:18]([CH2:22][O:23][CH2:24][CH2:25][Si:26]([CH3:28])([CH3:27])[CH3:29])[CH:19]=[CH:20][N:21]=4)[CH2:12][C:8]4[N:7]([CH2:6][O:5][CH2:4][CH2:3][Si:2]([CH3:1])([CH3:30])[CH3:31])[CH:11]=[CH:10][N:9]=4)=[CH:51][CH:52]=3)[CH2:41][CH2:40]2)[CH2:38][CH2:37]1)[CH:33]([CH3:35])[CH3:34]. Product: C(C(C)C)N1CCC2(CCN(C2)CC2=CC=C(CNCC(CC=3N(C=CN3)COCC[Si](C)(C)C)CC=3N(C=CN3)COCC[Si](C)(C)C)C=C2)CC1 (N-{4-[(8-isobutyl-2,8-diazaspiro[4.5]dec-2-yl)methyl]benzyl}-3-(1-{[2-(trimethylsilyl)ethoxy]methyl}-1H-imidazol-2-yl)-2-[(1-{[2-(trimethylsilyl)ethoxy]methyl}-1H-imidazol-2-yl)methyl]-1-propanamine). Isolated yield 43.3%. The reactants are C[Si](CCOCN1C(=NC=C1)CC(CN)CC=1N(C=CN1)COCC[Si](C)(C)C)(C)C (3-(1-{[2-(trimethylsilyl)ethoxy]methyl}-1H-imidazol-2-yl)-2-[(1-{[2-(trimethylsilyl)ethoxy]methyl}-1H-imidazol-2-yl)methyl]-1-propanamine), C(C(C)C)N1CCC2(CCN(C2)CC2=CC=C(C=O)C=C2)CC1 (4-[(8-isobutyl-2,8-diazaspiro[4.5]dec-2-yl)methyl]benzaldehyde). Reported procedure: Except for using the compound (200 mg) produced in Example 29 in place of 8-isobutyl-2,8-diazaspiro[4.5]decane and using the compound (135 mg) produced in Example 27 in place of 4-(diethoxymethyl)benzaldehyde, the same operation as in Example 26 was performed to obtain the title compound (142 mg) having the following physical properties. The reactants are N[C@H]1[C@@H]2N(C(=C(CS2)[C@@H]2OCCC2)C(=O)OCC2=CC=C(C=C2)OC)C1=O (4-Methoxybenzyl (6R,7R)-7-amino-3-[(R)-tetrahydrofuran-2-yl)ceph-3-em-4-carboxylate), C1(CCCCC1)N=C=NC1CCCCC1 (dicyclohexylcarbodiimide), C(C)(C)(C)OC(=O)N[C@@H](C(=O)O)C1=CC=C(C=C1)O ((R)-2-t-butoxycarbonylamino-2-(4-hydroxyphenyl)acetic acid). Solvent: C1CCOC1 (THF), C1CCOC1 (THF). Run at temperature 0 celsius, time 30 minute. Product: C(C)(C)(C)OC(=O)N[C@@H](C(=O)N[C@H]1[C@@H]2N(C(=C(CS2)[C@@H]2OCCC2)C(=O)OCC2=CC=C(C=C2)OC)C1=O)C1=CC=C(C=C1)O (4-Methoxybenzyl (6R,7R)-7-[(R)-2-t-butoxycarbonylamino-2-(4-hydroxyphenyl)acetamido]-3-[(R)-tetrahydrofuran-2-yl]ceph-3-em-4-carboxylate), solid. Isolated yield 95.0%. As a reaction SMILES: [NH2:1][C@@H:2]1[C:26](=[O:27])[N:4]2[C:5]([C:14]([O:16][CH2:17][C:18]3[CH:23]=[CH:22][C:21]([O:24][CH3:25])=[CH:20][CH:19]=3)=[O:15])=[C:6]([C@H:9]3[CH2:13][CH2:12][CH2:11][O:10]3)[CH2:7][S:8][C@H:3]12.C1(N=C=NC2CCCCC2)CCCCC1.[C:43]([O:47][C:48]([NH:50][C@H:51]([C:55]1[CH:60]=[CH:59][C:58]([OH:61])=[CH:57][CH:56]=1)[C:52](O)=[O:53])=[O:49])([CH3:46])([CH3:45])[CH3:44]>C1COCC1>[C:43]([O:47][C:48]([NH:50][C@H:51]([C:55]1[CH:60]=[CH:59][C:58]([OH:61])=[CH:57][CH:56]=1)[C:52]([NH:1][C@@H:2]1[C:26](=[O:27])[N:4]2[C:5]([C:14]([O:16][CH2:17][C:18]3[CH:23]=[CH:22][C:21]([O:24][CH3:25])=[CH:20][CH:19]=3)=[O:15])=[C:6]([C@H:9]3[CH2:13][CH2:12][CH2:11][O:10]3)[CH2:7][S:8][C@H:3]12)=[O:53])=[O:49])([CH3:46])([CH3:44])[CH3:45]. Reported procedure: 4-Methoxybenzyl (6R,7R)-7-amino-3-[(R)-tetrahydrofuran-2-yl)ceph-3-em-4-carboxylate (136mg, 0.35mmol) [See example 6] in THF (10ml) was stirred in an ice bath with dicyclohexylcarbodiimide (108mg, 0.52mmol) then (R)-2-t-butoxycarbonylamino-2-(4-hydroxyphenyl)acetic acid (139mg, 0.52mmol) in THF (3ml) was added dropwise over 2 min. The mixture was stirred at 0° C. for 30 min then at room temperature for 30 min. It was filtered and evaporated and the residue chromatographed on silica gel eluting w... Reactants: [N+](=O)(O)[O-] (nitric acid), O (water), ClC1=C(C=CC(=C1)Cl)\C=C(/C(C(C)(C)C)=O)\N1N=CN=C1 ((E)-1-(2,4-dichlorophenyl)-2-(1,2,4-triazol-1-yl)-4,4-dimethyl-1-penten-3-one). Reagents/catalysts: P(O)(O)(O)=O (phosphoric acid). Solvent: ClCCCl (1,2-dichloroethane). Run at time 20 hour. Yields the product ClC1=C(C=CC(=C1)Cl)\C=C(/C(C(C)(C)C)O)\N1N=CN=C1 ((-)-(E)-1-(2,4-dichlorophenyl)-2-(1,2,4-triazol-1-yl)-4,4-dimethyl-1-penten-3-ol). Yield: 96.2%. Reaction SMILES: [Cl:1][C:2]1[CH:7]=[C:6]([Cl:8])[CH:5]=[CH:4][C:3]=1/[CH:9]=[C:10](/[N:17]1[CH:21]=[N:20][CH:19]=[N:18]1)\[C:11](=[O:16])[C:12]([CH3:15])([CH3:14])[CH3:13].[N+]([O-])(O)=O.O>ClCCCl.P(=O)(O)(O)O>[Cl:1][C:2]1[CH:7]=[C:6]([Cl:8])[CH:5]=[CH:4][C:3]=1/[CH:9]=[C:10](/[N:17]1[CH:21]=[N:20][CH:19]=[N:18]1)\[CH:11]([OH:16])[C:12]([CH3:13])([CH3:14])[CH3:15]. Reported procedure: Thereafter, 0.35 g of phosphoric acid and then a solution of 16.12 g (0.0497 mole) of (E)-1-(2,4-dichlorophenyl)-2-(1,2,4-triazol-1-yl)-4,4-dimethyl-1-penten-3-one (E/Z=97.6/2.4) in 49.37 g of 1,2-dichloroethane were added at 20° to 25° C., and stirring was carried out at the same temperature for 20 hours. The reaction solution was decomposed with addition of 24.17 g of 20% nitric acid and 4.6 g of water, and the organic layer was separated, washed with water and concentrated under reduced press...